This data is from the Open Reaction Database (ORD), a public repository of structured organic reaction records. The task is: describe an organic reaction: reactants, conditions, products, and yield Reactants: ice, [Cl-].[NH4+] (ammonium chloride), FC1=C(C(=CC=C1)[N+](=O)[O-])CSC (1-Fluoro-2-[(methylsulfanyl)methyl]-3-nitrobenzene), solution, C(=C)[Mg]Br (vinylmagnesium bromide), C(C)(=O)OCC (ethyl acetate). Solvent: O1CCCC1 (tetrahydrofuran), O1CCCC1 (tetrahydrofuran). Conditions: temperature -78 celsius, time 2 hour. Product: FC1=CC=C2C=CNC2=C1CSC (6-Fluoro-7-[(methylsulfanyl)methyl]-1H-indole). Reaction SMILES: [F:1][C:2]1[CH:7]=[CH:6][CH:5]=[C:4]([N+:8]([O-])=O)[C:3]=1[CH2:11][S:12][CH3:13].[CH:14]([Mg]Br)=[CH2:15].[Cl-].[NH4+].C(OCC)(=O)C>O1CCCC1>[F:1][C:2]1[C:3]([CH2:11][S:12][CH3:13])=[C:4]2[C:5]([CH:14]=[CH:15][NH:8]2)=[CH:6][CH:7]=1 |f:2.3|. Reported procedure: A solution of 11.42 g (56.7 mmol) of the compound from Example 2A in 127 ml of tetrahydrofuran was slowly added dropwise to 284 ml (283.7 mmol) of a 0.7N solution of vinylmagnesium bromide in tetrahydrofuran under argon at −78° C., and the solution was then stirred at −78° C. for 2 h. The reaction mixture was added to an ice-cold, saturated aqueous ammonium chloride solution, some ethyl acetate was added, the phases were separated, and the aqueous phase was extracted three times with ethyl aceta...